Dataset: the Open Reaction Database (ORD), a public repository of structured organic reaction records. Task: describe an organic reaction: reactants, conditions, products, and yield Starting materials: [C@@H]12C[C@@H](CCC1)C(=O)OC2=O (cis-1,3-Cyclohexanedicarboxylic Anhydride), C(OC)(OC)OC (trimethyl orthoformate), C1(=CC=C(C=C1)S(=O)(=O)O)C (p-Toluenesulfonic acid). Solvent: CO (methanol). Conditions: time 8 hour. Yields the product [C@H]1(C[C@@H](CCC1)C(=O)OC)C(=O)OC (Dimethyl cis-1,3-Cyclohexanedicarboxylate). RXN SMILES: [C@H:1]12[C:10](=O)[O:9][C:7](=[O:8])[C@H:3]([CH2:4][CH2:5][CH2:6]1)[CH2:2]2.[CH:12]([O:17]C)([O:15][CH3:16])OC.C1(C)C=CC(S(O)(=O)=O)=CC=1>CO>[C@H:1]1([C:12]([O:15][CH3:16])=[O:17])[CH2:6][CH2:5][CH2:4][C@@H:3]([C:7]([O:9][CH3:10])=[O:8])[CH2:2]1. Reported procedure: Anhydride 1 (3.85 g; 25 mmol) was combined with trimethyl orthoformate (4.10 mL; 37.5 mmol; 1.5 equiv) and methanol (8.2 mL). p-Toluenesulfonic acid (238 mg; 1.25 mmol; 0.05 equiv) was added and the reaction mixture was stirred overnight at ambient temperature to completely consume 1 and afford a single product by GC analysis. The solvent was removed at reduced pressure and the residue was dissolved in ethyl acetate (30 mL), washed with saturated aqueous NaHCO3 (10 mL), dried over MgSO4, and con... Reactants: CCCCCC12CCC(C(=O)OC)(CC1)CC2, NN, O, OCCO. Yields the product CCCCCC12CCC(C(=O)NN)(CC1)CC2. Reaction SMILES: [CH2:3]([CH2:4][CH2:5][CH2:6][CH3:7])[C:8]12[CH2:9][CH2:10][C:11]([C:16]([O:18][CH3:17])=[O:19])([CH2:12][CH2:13]1)[CH2:14][CH2:15]2.[NH2:1][NH2:2].[OH2:20].[OH:21][CH2:22][CH2:23][OH:24]>>[NH:1]([NH2:2])[C:16]([C:11]12[CH2:10][CH2:9][C:8]([CH2:3][CH2:4][CH2:5][CH2:6][CH3:7])([CH2:13][CH2:12]1)[CH2:15][CH2:14]2)=[O:18].